This data is from the Open Reaction Database (ORD), a public repository of structured organic reaction records. The task is: describe an organic reaction: reactants, conditions, products, and yield The reactants are O=C([O-])[O-], COCCCOS(=O)(=O)c1ccc(C)cc1, [K+], [K+], CN(C)C=O, Cc1ccc(C=O)c(O)c1. Yields the product COCCCOc1cc(C)ccc1C=O, Cc1ccc(S(=O)(=O)[O-])cc1. As a reaction SMILES: [C:11](=[O:12])([O-:13])[O-:14].[CH3:17][O:18][CH2:19][CH2:20][CH2:21][O:22][S:23](=[O:24])(=[O:25])[c:26]1[cH:27][cH:28][c:29]([CH3:32])[cH:30][cH:31]1.[K+:15].[K+:16].[O:33]=[CH:34][N:35]([CH3:36])[CH3:37].[OH:1][c:2]1[c:3]([CH:4]=[O:5])[cH:6][cH:7][c:8]([CH3:10])[cH:9]1>>[O:1]([c:2]1[c:3]([CH:4]=[O:5])[cH:6][cH:7][c:8]([CH3:10])[cH:9]1)[CH2:21][CH2:20][CH2:19][O:18][CH3:17].[O:22]=[S:23](=[O:24])([O-:25])[c:26]1[cH:27][cH:28][c:29]([CH3:32])[cH:30][cH:31]1.